From a dataset of the Open Reaction Database (ORD), a public repository of structured organic reaction records. describe an organic reaction: reactants, conditions, products, and yield The reactants are O=C(CCCNC(=O)OCc1ccccc1)Nc1ccc2[nH]ccc2c1, CO, [H][H], [Pd]. Product: NCCCC(=O)Nc1ccc2[nH]ccc2c1. Reaction SMILES: [CH2:1]([O:2][C:3](=[O:4])[NH:11][CH2:12][CH2:13][CH2:14][C:15](=[O:16])[NH:17][c:18]1[cH:19][c:20]2[cH:21][cH:22][nH:23][c:24]2[cH:25][cH:26]1)[c:5]1[cH:6][cH:7][cH:8][cH:9][cH:10]1.[CH3:30][OH:31].[H:27][H:28].[Pd:29]>>[NH2:11][CH2:12][CH2:13][CH2:14][C:15](=[O:16])[NH:17][c:18]1[cH:19][c:20]2[cH:21][cH:22][nH:23][c:24]2[cH:25][cH:26]1. Reactants: COC(CC=1C(=NC=C(C1)N1CCN(CC1)C)[N+](=O)[O-])=O ([5-(4-Methyl-piperazin-1-yl)-2-nitro-pyridin-3-yl]-acetic acid methyl ester), [NH4+].[OH-] (NH4OH). The product is CN1CCN(CC1)C=1C=C(C(=NC1)[N+](=O)[O-])CC(=O)N (2-[5-(4-Methyl-piperazin-1-yl)-2-nitro-pyridin-3-yl]-acetamide), carboxylic acid. RXN SMILES: C[O:2][C:3](=O)[CH2:4][C:5]1[C:6]([N+:18]([O-:20])=[O:19])=[N:7][CH:8]=[C:9]([N:11]2[CH2:16][CH2:15][N:14]([CH3:17])[CH2:13][CH2:12]2)[CH:10]=1.[NH4+:22].[OH-]>>[CH3:17][N:14]1[CH2:15][CH2:16][N:11]([C:9]2[CH:10]=[C:5]([CH2:4][C:3]([NH2:22])=[O:2])[C:6]([N+:18]([O-:20])=[O:19])=[N:7][CH:8]=2)[CH2:12][CH2:13]1 |f:1.2|. Procedure: A solution of [5-(4-Methyl-piperazin-1-yl)-2-nitro-pyridin-3-yl]-acetic acid methyl ester (222 mg, 0.75 mmol) in 33% aq. NH4OH (100 mL) is stirred for 16 h at 50° C. in a sealed autoclave. TLC analysis indicated complete consumption of starting material. The solvent is evaporated at reduced pressure to afford the title compound as a yellow solid in a 3:2 mixture with the corresponding carboxylic acid. 1H NMR (d6-DMSO 400 MHz): δ 2.18 (s, 3H), 2.36-2.44 (m, 4H), 3.36-3.44 (m, 4H), 3.77 (s, 2H), 6... Reactants: C(C)OP(=O)(OCC)CC1=CC=[N+](C2=CC=CC=C12)[O-] (4-(diethylphosphonomethyl)-quinoline-N-oxide), C[Si](C)(C)C#N (trimethylsilyl cyanide). Run in C(C)N(CC)CC (triethylamine). Yields the product C(C)OP(=O)(OCC)CC1=CC(=NC2=CC=CC=C12)C#N (4-(diethylphosphonomethyl)-2-cyanoquinoline). As a reaction SMILES: [CH2:1]([O:3][P:4]([CH2:9][C:10]1[C:19]2[C:14](=[CH:15][CH:16]=[CH:17][CH:18]=2)[N+:13]([O-])=[CH:12][CH:11]=1)([O:6][CH2:7][CH3:8])=[O:5])[CH3:2].C[Si]([C:25]#[N:26])(C)C>C(N(CC)CC)C>[CH2:1]([O:3][P:4]([CH2:9][C:10]1[C:19]2[C:14](=[CH:15][CH:16]=[CH:17][CH:18]=2)[N:13]=[C:12]([C:25]#[N:26])[CH:11]=1)([O:6][CH2:7][CH3:8])=[O:5])[CH3:2]. Procedure: A mixture of 5.9 g of 4-(diethylphosphonomethyl)-quinoline-N-oxide, 15 ml of trimethylsilyl cyanide and 7 ml of triethylamine is heated at 80° for 1 hour and evaporated to dryness. The residue is purified by chromatography on silica gel using methanol/methylene chloride (5:95) as eluant to yield 4-(diethylphosphonomethyl)-2-cyanoquinoline as an oil. Reactants: FC1=C(C=CC(=C1)C=O)NS(=O)(=O)C (N-(2-Fluoro-4-formylphenyl)methanesulfonamide), Grignard reagent, C1CCOC1 (THF). Reaction conditions: temperature 0 celsius, time 30 minute. The product is FC1=C(C=CC(=C1)C(CC)O)NS(=O)(=O)C (N-[2-fluoro-4-(1-hydroxypropyl)phenyl]methansulfonamide). Reaction SMILES: [F:1][C:2]1[CH:7]=[C:6]([CH:8]=[O:9])[CH:5]=[CH:4][C:3]=1[NH:10][S:11]([CH3:14])(=[O:13])=[O:12].[CH2:15]1COC[CH2:16]1>>[F:1][C:2]1[CH:7]=[C:6]([CH:8]([OH:9])[CH2:15][CH3:16])[CH:5]=[CH:4][C:3]=1[NH:10][S:11]([CH3:14])(=[O:13])=[O:12]. Reported procedure: A cooled solution of N-(2-Fluoro-4-formylphenyl)methansulfonamide (20-3, 0.424 g, 2 mmol) in THF (20 mL) at 0° C. was treated with Grignard reagent (4 mmol) and stirred at 0° C. for 30 min. The reaction mixture was quenched with saturated ammonium chloride solution, diluted with water and extracted with EtOAc several times. The combined organic layers were washed with water and brine, dried over MgSO4, filtered, and the filtrate was concentrated in vacuo. The residue was purified by flash column... Starting materials: C(C)(C)(C)OC([C@H](CNC(=O)C=1SC(=CC1)C1C(C1)C(NC=1NCCCN1)=O)NC(=O)OCC12CC3CC(CC(C1)C3)C2)=O ((2S)-2-(1-Adamantylmethoxycarbonylamino)-3-((5-(2-(1,4,5,6-tetrahydropyrimidin-2-ylcarbamoyl)-cyclopropyl)-thiophene-2-carbonyl)-amino)-propionic Acid tert-Butyl Ester), FC(C(=O)O)(F)F (trifluoroacetic acid). Solvent: ClCCl (dichloromethane). Product: C12(CC3CC(CC(C1)C3)C2)COC(=O)N[C@H](C(=O)O)CNC(=O)C=2SC(=CC2)C2C(C2)C(NC=2NCCCN2)=O ((2S)-2-(1-Adamantylmethoxycarbonylamino)-3-((5-(2-(1,4,5,6-tetrahydropyrimidin-2-ylcarbamoyl)-cyclopropyl)-thiophene-2-carbonyl)-amino)-propionic Acid). Reaction SMILES: C([O:5][C:6](=[O:44])[C@@H:7]([NH:29][C:30]([O:32][CH2:33][C:34]12[CH2:43][CH:38]3[CH2:39][CH:40]([CH2:42][CH:36]([CH2:37]3)[CH2:35]1)[CH2:41]2)=[O:31])[CH2:8][NH:9][C:10]([C:12]1[S:13][C:14]([CH:17]2[CH2:19][CH:18]2[C:20](=[O:28])[NH:21][C:22]2[NH:23][CH2:24][CH2:25][CH2:26][N:27]=2)=[CH:15][CH:16]=1)=[O:11])(C)(C)C.FC(F)(F)C(O)=O>ClCCl>[C:34]12([CH2:33][O:32][C:30]([NH:29][C@@H:7]([CH2:8][NH:9][C:10]([C:12]3[S:13][C:14]([CH:17]4[CH2:19][CH:18]4[C:20](=[O:28])[NH:21][C:22]4[NH:23][CH2:24][CH2:25][CH2:26][N:27]=4)=[CH:15][CH:16]=3)=[O:11])[C:6]([OH:44])=[O:5])=[O:31])[CH2:43][CH:38]3[CH2:39][CH:40]([CH2:42][CH:36]([CH2:37]3)[CH2:35]1)[CH2:41]2. Reported procedure: 48 mg of the product obtained in step c) were dissolved in 2 ml of dichloromethane and stirred for 3 hours with 1 ml of trifluoroacetic acid under an inert gas atmosphere at room temperature. The solvents were removed in vacuo, the residue was dissolved in acetic acid and the solution was again evaporated to dryness. This procedure was repeated once. The resinous residue was triturated with diethyl ether. After filtration 30 mg of the title compound were obtained as a colourless amorphous powder... The reactants are [F-].C(CCC)[N+](CCCC)(CCCC)CCCC (tetrabutylammonium fluoride), [Si](C)(C)(C(C)(C)C)OC(CCCCCCC1=CC(=CC=C1)OC)C=1OC(=CN1)I (2-(1-(tert-Butyl dimethylsilyloxy)-7-(3-methoxyphenyl)heptyl)-5-iodooxazole), C(C)(=O)OCC (ethyl acetate). The solvent is O1CCCC1 (tetrahydrofuran). The product is IC1=CN=C(O1)C(CCCCCCC1=CC(=CC=C1)OC)O (1-(5-Iodooxazol-2-yl)-7-(3-methoxyphenyl)heptan-1-ol). Isolated yield 88.0%. RXN SMILES: [Si]([O:8][CH:9]([C:24]1[O:25][C:26]([I:29])=[CH:27][N:28]=1)[CH2:10][CH2:11][CH2:12][CH2:13][CH2:14][CH2:15][C:16]1[CH:21]=[CH:20][CH:19]=[C:18]([O:22][CH3:23])[CH:17]=1)(C(C)(C)C)(C)C.[F-].C([N+](CCCC)(CCCC)CCCC)CCC.C(OCC)(=O)C>O1CCCC1>[I:29][C:26]1[O:25][C:24]([CH:9]([OH:8])[CH2:10][CH2:11][CH2:12][CH2:13][CH2:14][CH2:15][C:16]2[CH:21]=[CH:20][CH:19]=[C:18]([O:22][CH3:23])[CH:17]=2)=[N:28][CH:27]=1 |f:1.2|. Procedure: 2-(1-(tert-Butyl dimethylsilyloxy)-7-(3-methoxyphenyl)heptyl)-5-iodooxazole (0.088 g, 0.166 mmol) was dissolved in tetrahydrofuran (2 mL) under an atmosphere of argon with stirring and 1 M tetrabutylammonium fluoride (in tetrahydrofuran) (0.199 mL, 0.199 mmol) was added. The reaction was allowed to proceed over 90 minutes before dilution with ethyl acetate. The organic layer was washed with brine and dried over sodium sulfate. The solvent was removed in vacuo and the desired product was purified... Reactants: C(C)OC(=O)C1=NNC(=C1C)C1=CC=C(C=C1)Cl (5-(4-Chloro-phenyl)-4-methyl-1H-pyrazole-3-carboxylic acid ethyl ester), [OH-].[K+] (KOH), CI (Methyl iodide). Solvent: C(C)O (ethanol). Reaction conditions: time 15 minute. The product is C(C)OC(=O)C=1N(N=C(C1C)C1=CC=C(C=C1)Cl)C (5-(4-chloro-phenyl)-2,4-dimethyl-2H-pyrazole-3-carboxylic acid ethyl ester), C(C)OC(=O)C1=NN(C(=C1C)C1=CC=C(C=C1)Cl)C (5-(4-chloro-phenyl)-1,4-dimethyl-1H-pyrazole-3-carboxylic acid ethyl ester). The yield is 36.0%. RXN SMILES: [CH2:1]([O:3][C:4]([C:6]1[C:10]([CH3:11])=[C:9]([C:12]2[CH:17]=[CH:16][C:15]([Cl:18])=[CH:14][CH:13]=2)[NH:8][N:7]=1)=[O:5])[CH3:2].[OH-].[K+].[CH3:21]I>C(O)C>[CH2:1]([O:3][C:4]([C:6]1[N:7]([CH3:21])[N:8]=[C:9]([C:12]2[CH:13]=[CH:14][C:15]([Cl:18])=[CH:16][CH:17]=2)[C:10]=1[CH3:11])=[O:5])[CH3:2].[CH2:1]([O:3][C:4]([C:6]1[C:10]([CH3:11])=[C:9]([C:12]2[CH:13]=[CH:14][C:15]([Cl:18])=[CH:16][CH:17]=2)[N:8]([CH3:21])[N:7]=1)=[O:5])[CH3:2] |f:1.2|. Procedure details: 5-(4-Chloro-phenyl)-4-methyl-1H-pyrazole-3-carboxylic acid ethyl ester (58 mg, 0.22 mmol; PCT Int. Appl. (1997), WO 9721682 A1) was added to a solution of KOH (15 mg, 0.27 mmol) in absolute ethanol (1.6 ml). The solution was stirred at ambient temperature for 15 min. Methyl iodide (30 μl, 0.44 mmol) was added and the reaction solution was heated under reflux for 2 h. The solvent was removed under reduced pressure and the residue dissolved in brine/ice water 1/1 and ethyl acetate. The layers were... The reactants are CC(C)(C)OC(=O)N1CCN(C2=NC(=O)CS2)CC1CO, O=Cc1ccc2c(cnn2Cc2ccc(F)cc2C(F)(F)F)c1. The product is CC(C)(C)OC(=O)N1CCN(C2=NC(=O)C(=Cc3ccc4c(cnn4Cc4ccc(F)cc4C(F)(F)F)c3)S2)CC1CO. Reaction SMILES: [C:24]([CH3:25])([CH3:26])([CH3:27])[O:28][C:29](=[O:30])[N:31]1[CH:32]([CH2:43][OH:44])[CH2:33][N:34]([C:37]2=[N:41][C:40](=[O:42])[CH2:39][S:38]2)[CH2:35][CH2:36]1.[F:1][c:2]1[cH:3][c:4]([C:20]([F:21])([F:22])[F:23])[c:5]([CH2:6][n:7]2[n:8][cH:9][c:10]3[cH:11][c:12]([CH:16]=[O:17])[cH:13][cH:14][c:15]23)[cH:18][cH:19]1>>[F:1][c:2]1[cH:3][c:4]([C:20]([F:21])([F:22])[F:23])[c:5]([CH2:6][n:7]2[n:8][cH:9][c:10]3[cH:11][c:12]([CH:16]=[C:39]4[S:38][C:37]([N:34]5[CH2:33][CH:32]([CH2:43][OH:44])[N:31]([C:29]([O:28][C:24]([CH3:25])([CH3:26])[CH3:27])=[O:30])[CH2:36][CH2:35]5)=[N:41][C:40]4=[O:42])[cH:13][cH:14][c:15]23)[cH:18][cH:19]1. The reactants are ClC1=CC=C(C=C1)/C=C/C=1C=C(C(=O)O)C=CC1OC (3-[(E)-2-(4-chlorophenyl)vinyl]-4-methoxy-benzoic acid), NCCOCCO (2-(2-aminoethoxy)-ethanol). Yields the product ClC1=CC=C(C=C1)/C=C/C=1C=C(C(=O)NCCOCCO)C=CC1OC (3-[(E)-2-(4-chlorophenyl)-vinyl]-N-[2-(2-hydroxyethoxy)-ethyl]-4-methoxy-benzamide). RXN SMILES: [Cl:1][C:2]1[CH:7]=[CH:6][C:5](/[CH:8]=[CH:9]/[C:10]2[CH:11]=[C:12]([CH:16]=[CH:17][C:18]=2[O:19][CH3:20])[C:13]([OH:15])=O)=[CH:4][CH:3]=1.[NH2:21][CH2:22][CH2:23][O:24][CH2:25][CH2:26][OH:27]>>[Cl:1][C:2]1[CH:3]=[CH:4][C:5](/[CH:8]=[CH:9]/[C:10]2[CH:11]=[C:12]([CH:16]=[CH:17][C:18]=2[O:19][CH3:20])[C:13]([NH:21][CH2:22][CH2:23][O:24][CH2:25][CH2:26][OH:27])=[O:15])=[CH:6][CH:7]=1. Procedure: The captioned compound was synthesized from 3-[(E)-2-(4-chlorophenyl)vinyl]-4-methoxy-benzoic acid and 2-(2-aminoethoxy)-ethanol in accordance with the same procedure as in the manufacturing method described in step C of Example 1-2-3. The reactants are CCOC(=O)Cc1cc(Cl)n2ncnc2n1, [Na+], O, [SH-]. Product: CCOC(=O)Cc1cc(S)n2ncnc2n1. As a reaction SMILES: [Cl:1][c:2]1[cH:3][c:4]([CH2:11][C:12](=[O:13])[O:14][CH2:15][CH3:16])[n:5][c:6]2[n:7]1[n:8][cH:9][n:10]2.[Na+:18].[OH2:19].[SH-:17]>>[c:2]1([SH:17])[cH:3][c:4]([CH2:11][C:12](=[O:13])[O:14][CH2:15][CH3:16])[n:5][c:6]2[n:7]1[n:8][cH:9][n:10]2.